describe an organic reaction: reactants, conditions, products, and yield From a dataset of the Open Reaction Database (ORD), a public repository of structured organic reaction records. Reactants: BrC1=C(C=CC=C1)N1C2=CC=CC=C2C=2C=CC=CC12 (9-(2′-bromophenyl)-9H-carbazole), B(OC)(OC)OC (trimethyl borate), CCCCCC (hexane), C(CCC)[Li] (n-butyllithium), Cl (hydrochloric acid), O1CCCC1 (tetrahydrofuran). Reaction conditions: temperature -78 celsius, time 20 minute. Yields the product C1=CC=CC=2C3=CC=CC=C3N(C12)C1=CC=C(C=C1)C=1C(=CC=CC1)B(O)O (4′-(9H-carbazol-9-yl)biphenyl-2-boronic acid). Isolated yield 55.0%. As a reaction SMILES: Br[C:2]1[CH:7]=[CH:6][CH:5]=[CH:4][C:3]=1[N:8]1[C:20]2[CH:19]=[CH:18][CH:17]=[CH:16][C:15]=2C2C1=CC=CC=2.[CH3:21][CH2:22][CH2:23][CH2:24][CH2:25][CH3:26].[CH2:27]([Li])[CH2:28][CH2:29][CH3:30].[B:32]([O:37]C)(OC)[O:33]C.Cl.O1CC[CH2:42][CH2:41]1>>[CH:23]1[C:22]2[N:8]([C:3]3[CH:4]=[CH:5][C:6]([C:28]4[C:29]([B:32]([OH:37])[OH:33])=[CH:30][CH:41]=[CH:42][CH:27]=4)=[CH:7][CH:2]=3)[C:20]3[C:15](=[CH:16][CH:17]=[CH:18][CH:19]=3)[C:21]=2[CH:26]=[CH:25][CH:24]=1. Procedure details: Into 300 mL three-neck flask were put a mixed solution of 6.2 g (16 mmol) of 9-(2′-bromophenyl)-9H-carbazole and 100 mL of tetrahydrofuran (THF). After the solution was degassed under low pressure, the atmosphere in the flask was substituted by nitrogen. The solution was stirred at −78° C. for 20 minutes. After the stirring, 12 mL (19 mmol) of hexane solution of 1.55 mol/L of n-butyllithium was dripped with a syringe, and the solution was stirred at −78° C. for 2 hours. After the stirring, 4.0 m... Reactants: COc1cc2ncnc(Nc3ccccc3)c2c([N+](=O)[O-])c1OC, CO, [Cl-], ClC(Cl)Cl, [NH4+], O. Yields the product COc1cc2ncnc(Nc3ccccc3)c2c(N)c1OC. RXN SMILES: [CH3:1][O:2][c:3]1[c:4]([N+:22]([O-:23])=[O:24])[c:5]2[c:6]([NH:15][c:16]3[cH:17][cH:18][cH:19][cH:20][cH:21]3)[n:7][cH:8][n:9][c:10]2[cH:11][c:12]1[O:13][CH3:14].[CH3:27][OH:28].[Cl-:25].[Cl:30][CH:31]([Cl:32])[Cl:33].[NH4+:26].[OH2:29]>>[CH3:1][O:2][c:3]1[c:4]([NH2:22])[c:5]2[c:6]([NH:15][c:16]3[cH:17][cH:18][cH:19][cH:20][cH:21]3)[n:7][cH:8][n:9][c:10]2[cH:11][c:12]1[O:13][CH3:14]. Starting materials: [OH-].[NH4+] (ammonium hydroxide), C(CC)C=1N(C2=C(C=NC=3C=CC=CC23)N1)CCCC(=O)OCC (ethyl 4-(2-propyl-1H-imidazo[4,5-c]quinolin-1-yl)butanoate). Run in CC1OCCC1 (2-methyltetrahydrofuran). Conditions: temperature 80 celsius. Product: C(CC)C=1N(C2=C(C=NC=3C=CC=CC23)N1)CCCC(=O)N (4-(2-propyl-1H-imidazo[4,5-c]quinolin-1-yl)butanamide). Reaction SMILES: [OH-].[NH4+:2].[CH2:3]([C:6]1[N:7]([CH2:19][CH2:20][CH2:21][C:22](OCC)=[O:23])[C:8]2[C:17]3[CH:16]=[CH:15][CH:14]=[CH:13][C:12]=3[N:11]=[CH:10][C:9]=2[N:18]=1)[CH2:4][CH3:5]>CC1CCCO1>[CH2:3]([C:6]1[N:7]([CH2:19][CH2:20][CH2:21][C:22]([NH2:2])=[O:23])[C:8]2[C:17]3[CH:16]=[CH:15][CH:14]=[CH:13][C:12]=3[N:11]=[CH:10][C:9]=2[N:18]=1)[CH2:4][CH3:5] |f:0.1|. Procedure: Concentrated ammonium hydroxide (8.0 mL of 29%) was added to a solution of ethyl 4-(2-propyl-1H-imidazo[4,5-c]quinolin-1-yl)butanoate (5.1 g, 16 mmol) in 2-methyltetrahydrofuran (10 mL), and the mixture was heated overnight in a sealed high-pressure vessel at 80° C. An analysis by liquid chromatography/mass spectrometry (LC/MS) indicated the reaction was incomplete. The solvents were evaporated under a stream of nitrogen, and ammonium acetate (10 g) was added. The vessel was sealed and heated ov...